From a dataset of the Open Reaction Database (ORD), a public repository of structured organic reaction records. describe an organic reaction: reactants, conditions, products, and yield Starting materials: CCOC(=O)CC(C)=O, CS(=O)(=O)Cl, O=C(CC1CCN(CCO)C1)c1ccc(F)cc1, [H-], [Na+], C1CCOC1, O. Product: CCOC(=O)C(CCN1CCC(CC(=O)c2ccc(F)cc2)C1)C(C)=O. As a reaction SMILES: [C:24]([CH2:25][C:26](=[O:27])[CH3:28])(=[O:29])[O:30][CH2:31][CH3:32].[CH3:1][S:2](=[O:3])(=[O:4])[Cl:5].[F:6][c:7]1[cH:8][cH:9][c:10]([C:11]([CH2:12][CH:13]2[CH2:14][N:15]([CH2:18][CH2:19][OH:20])[CH2:16][CH2:17]2)=[O:21])[cH:22][cH:23]1.[H-:33].[Na+:34].[O:35]1[CH2:36][CH2:37][CH2:38][CH2:39]1.[OH2:40]>>[F:6][c:7]1[cH:8][cH:9][c:10]([C:11]([CH2:12][CH:13]2[CH2:14][N:15]([CH2:18][CH2:19][CH:25]([C:24](=[O:29])[O:30][CH2:31][CH3:32])[C:26](=[O:27])[CH3:28])[CH2:16][CH2:17]2)=[O:21])[cH:22][cH:23]1. Reactants: ClC1=NC=C(C(=N1)C)C(=O)OCC (ethyl 2-chloro-4-methylpyrimidine-5-carboxylate), [OH-].[Na+] (NaOH), Cl (HCl). Solvent: O (H2O). Yields the product ClC1=NC=C(C(=N1)C)C(=O)O (2-chloro-4-methylpyrimidine-5-carboxylic acid). Isolated yield 77.7%. RXN SMILES: [Cl:1][C:2]1[N:7]=[C:6]([CH3:8])[C:5]([C:9]([O:11]CC)=[O:10])=[CH:4][N:3]=1.[OH-].[Na+].Cl>O>[Cl:1][C:2]1[N:7]=[C:6]([CH3:8])[C:5]([C:9]([OH:11])=[O:10])=[CH:4][N:3]=1 |f:1.2|. Procedure: A solution of ethyl 2-chloro-4-methylpyrimidine-5-carboxylate (1.0 g, 5 mmol), NaOH (0.24 g, 6 mmol) in H2O (30 mL) was stirred at room temperature for 3 h. The solution was acidified with 6N HCl and the resulting solid was filtered and dried to give the title compound (0.67 g 78%), 1HNMR (DMSO-d6) δ 9.01 (s, 1H), 2.75 (s, 3H).